Dataset: the Open Reaction Database (ORD), a public repository of structured organic reaction records. Task: describe an organic reaction: reactants, conditions, products, and yield Starting materials: CC(C)(C)[O-], CS(C)=O, Cl, N#Cc1ccc(F)cc1, [K+], Nc1cncnc1. The product is N#Cc1ccc(Nc2cncnc2)cc1. As a reaction SMILES: [CH3:1][C:2]([CH3:3])([O-:4])[CH3:5].[CH3:24][S:25](=[O:26])[CH3:27].[ClH:23].[F:14][c:15]1[cH:16][cH:17][c:18]([C:19]#[N:20])[cH:21][cH:22]1.[K+:6].[NH2:7][c:8]1[cH:9][n:10][cH:11][n:12][cH:13]1>>[NH:7]([c:8]1[cH:9][n:10][cH:11][n:12][cH:13]1)[c:15]1[cH:16][cH:17][c:18]([C:19]#[N:20])[cH:21][cH:22]1. Reactants: CS(C)=O, C[S+](C)(C)=O, CCOC(=O)C=Cc1cccc2nc(C)sc12, [H-], [I-], [Na+], O. Product: CCOC(=O)C1CC1c1cccc2nc(C)sc12. RXN SMILES: [CH3:27][S:28](=[O:29])[CH3:30].[CH3:4][S+:5]([CH3:6])([CH3:7])=[O:8].[CH3:9][c:10]1[s:11][c:12]2[c:13]([n:14]1)[cH:15][cH:16][cH:17][c:18]2[CH:19]=[CH:20][C:21](=[O:22])[O:23][CH2:24][CH3:25].[H-:1].[I-:3].[Na+:2].[OH2:26]>>[CH2:4]1[CH:19]([c:18]2[c:12]3[s:11][c:10]([CH3:9])[n:14][c:13]3[cH:15][cH:16][cH:17]2)[CH:20]1[C:21](=[O:22])[O:23][CH2:24][CH3:25].